This data is from the Open Reaction Database (ORD), a public repository of structured organic reaction records. The task is: describe an organic reaction: reactants, conditions, products, and yield Starting materials: CC1(COP(OC1)(=O)CC1=CC=C(C(=O)O)C=C1)C (4-(5,5-Dimethyl-2-oxo-2λ5-[1,3,2]dioxaphosphinan-2-ylmethyl)-benzoic acid), C=1C=CC2=C(C1)N=NN2O (HOBT), CCN(C(C)C)C(C)C (DIPEA), C(C)(C)(C)OC(NC1=C(C=C(C=C1)C=1SC=CC1)N)=O ((2-amino-4-thiophen-2-yl-phenyl)-carbamic acid tert-butyl ester), C(CCl)Cl (EDC). Solvent: CN(C)C=O (DMF). Conditions: time 18 hour. Product: NC1=C(C=C(C=C1)C=1SC=CC1)NC(C1=CC=C(C=C1)CP1(OCC(CO1)(C)C)=O)=O (N-(2-Amino-5-thiophen-2-yl-phenyl)-4-(5,5-dimethyl-2-oxo-2λ5-[1,3,2]dioxaphosphinan-2-ylmethyl)-benzamide). RXN SMILES: [CH3:1][C:2]1([CH3:19])[CH2:7][O:6][P:5]([CH2:9][C:10]2[CH:18]=[CH:17][C:13]([C:14](O)=[O:15])=[CH:12][CH:11]=2)(=[O:8])[O:4][CH2:3]1.C(OC(=O)[NH:26][C:27]1[CH:32]=[CH:31][C:30]([C:33]2[S:34][CH:35]=[CH:36][CH:37]=2)=[CH:29][C:28]=1[NH2:38])(C)(C)C.C(Cl)CCl.C1C=CC2N(O)N=NC=2C=1.CCN(C(C)C)C(C)C>CN(C=O)C>[NH2:26][C:27]1[CH:32]=[CH:31][C:30]([C:33]2[S:34][CH:35]=[CH:36][CH:37]=2)=[CH:29][C:28]=1[NH:38][C:14](=[O:15])[C:13]1[CH:17]=[CH:18][C:10]([CH2:9][P:5]2(=[O:8])[O:6][CH2:7][C:2]([CH3:19])([CH3:1])[CH2:3][O:4]2)=[CH:11][CH:12]=1. Procedure: 4-(5,5-Dimethyl-2-oxo-2λ5-[1,3,2]dioxaphosphinan-2-ylmethyl)-benzoic acid (100 mg, 0.35 mmol), (2-amino-4-thiophen-2-yl-phenyl)-carbamic acid tert-butyl ester (123 mg, 0.42 mmol), EDC (81 mg, 0.42 mmol), HOBT (54 mg, 0.35 mmol), and DIPEA (136 mg, 1.05 mmol) were combined and diluted with DMF (1.4 mL). The resulting mixture was stirred at ambient temperature for 18 hours. The reaction mixture was purified directly by HPLC (20-85% MeCN in water w/0.025% TFA). Pure fractions were identified, combi... Starting materials: N(=[N+]=[N-])C=1C=C(CN2CCN(CC2)C2=CC=CC=3NC(=NC32)C3=CC=C(C=C3)C(C)(C)C)C=CC1[N+](=O)[O-] (4-[4-(3-Azido-4-nitro-benzyl)-piperazin-1-yl]-2-(4-tert-butyl-phenyl)-1H-benzoimidazole), [H][H] (hydrogen). Reagents/catalysts: [Pt] (platinum on carbon). Solvent: CO (methanol). Reaction conditions: time 4 hour. Yields the product C(C)(C)(C)C1=CC=C(C=C1)C1=NC2=C(N1)C=CC=C2N2CCN(CC2)CC=2C=C(C(=CC2)N)N (4-{4-[2-(4-tert-Butyl-phenyl)-1H-benzoimidazol-4-yl]-piperazin-1-ylmethyl}-benzene-1,2-diamine). Yield: 101.1%. RXN SMILES: [N:1]([C:4]1[CH:5]=[C:6]([CH:33]=[CH:34][C:35]=1[N+:36]([O-])=O)[CH2:7][N:8]1[CH2:13][CH2:12][N:11]([C:14]2[C:22]3[N:21]=[C:20]([C:23]4[CH:28]=[CH:27][C:26]([C:29]([CH3:32])([CH3:31])[CH3:30])=[CH:25][CH:24]=4)[NH:19][C:18]=3[CH:17]=[CH:16][CH:15]=2)[CH2:10][CH2:9]1)=[N+]=[N-].[H][H]>[Pt].CO>[C:29]([C:26]1[CH:25]=[CH:24][C:23]([C:20]2[NH:19][C:18]3[CH:17]=[CH:16][CH:15]=[C:14]([N:11]4[CH2:10][CH2:9][N:8]([CH2:7][C:6]5[CH:5]=[C:4]([NH2:1])[C:35]([NH2:36])=[CH:34][CH:33]=5)[CH2:13][CH2:12]4)[C:22]=3[N:21]=2)=[CH:28][CH:27]=1)([CH3:32])([CH3:30])[CH3:31]. Reported procedure: In a round bottom flask under nitrogen was combined 4-[4-(3-Azido-4-nitro-benzyl)-piperazin-1-yl]-2-(4-tert-butyl-phenyl)-1H-benzoimidazole (0.19 g, 0.37 mMol), methanol (20 mL), and 5% platinum on carbon (0.145 g, 0.037 mMol). A hydrogen balloon was attached, the flask evacuated, and a hydrogen atmosphere established. After stirring for four hours, the balloon was removed, the flask purged with nitrogen, and the reaction mixture filtered thru Celite with a large excess of methanol. The solution...